This data is from the Open Reaction Database (ORD), a public repository of structured organic reaction records. The task is: describe an organic reaction: reactants, conditions, products, and yield Starting materials: C(C)OC(=O)C=1C(C=2C=C3C(=NC2N(C1)C)C=C(C(=C3)F)F)=O (3-ethoxycarbonyl-7,8-difluoro-1-methyl-4-oxo-1,4-dihydrobenzo[b][1,8]naphthyridine), S1C(=CC=C1)C1NCCNC1 ((RS)-2-(2-thienyl)piperazine). Product: C(C)OC(=O)C=1C(C=2C=C3C(=NC2N(C1)C)C=C(C(=C3)F)N3CC(NCC3)C=3SC=CC3)=O ((RS)-3-Ethoxycarbonyl-7-fluoro-1-methyl-4-oxo-8-[3-(2-thienyl)-1-piperazinyl ]-1,4-dihydrobenzo[b][1,8]naphthyridine). The yield is 96.5%. RXN SMILES: [CH2:1]([O:3][C:4]([C:6]1[C:7](=[O:23])[C:8]2[CH:9]=[C:10]3[CH:20]=[C:19]([F:21])[C:18](F)=[CH:17][C:11]3=[N:12][C:13]=2[N:14]([CH3:16])[CH:15]=1)=[O:5])[CH3:2].[S:24]1[CH:28]=[CH:27][CH:26]=[C:25]1[CH:29]1[CH2:34][NH:33][CH2:32][CH2:31][NH:30]1>>[CH2:1]([O:3][C:4]([C:6]1[C:7](=[O:23])[C:8]2[CH:9]=[C:10]3[CH:20]=[C:19]([F:21])[C:18]([N:33]4[CH2:32][CH2:31][NH:30][CH:29]([C:25]5[S:24][CH:28]=[CH:27][CH:26]=5)[CH2:34]4)=[CH:17][C:11]3=[N:12][C:13]=2[N:14]([CH3:16])[CH:15]=1)=[O:5])[CH3:2]. Procedure: (RS)-3-Ethoxycarbonyl-7-fluoro-1-methyl-4-oxo-8-[3-(2-thienyl)-1-piperazinyl]-1,4-dihydrobenzo[b][1,8]naphthyridine was prepared under the conditions of Example 39, but starting with 3-ethoxycarbonyl-7,8-difluoro-1-methyl-4-oxo-1,4-dihydrobenzo[b][1,8]naphthyridine (1.59 g) and (RS)-2-(2-thienyl)piperazine (1.02 g). (RS)-3-Ethoxycarbonyl-7-fluoro-1-methyl-4-oxo-8-[3-(2-thienyl)-1-piperazinyl ]-1,4-dihydrobenzo[b][1,8]naphthyridine (2.25 g) is obtained in the form of a yellow solid, m.p. 228° C.